This data is from the Open Reaction Database (ORD), a public repository of structured organic reaction records. The task is: describe an organic reaction: reactants, conditions, products, and yield Product: COC1=CC=C(C=C1)OC1=CC=C(C=C1)/C=C/C(=O)O ((E)-3-[4-(4-methoxyphenyl)oxyphenyl]propenoic acid). Isolated yield 84.4%. As a reaction SMILES: [H-].[Na+].C(OP([CH2:11][C:12]([O:14]CC)=[O:13])(OCC)=O)C.[CH3:17][O:18][C:19]1[CH:24]=[CH:23][C:22]([O:25][C:26]2[CH:31]=[CH:30][C:29]([CH:32]=O)=[CH:28][CH:27]=2)=[CH:21][CH:20]=1.[OH-].[Na+]>O.C(O)C>[CH3:17][O:18][C:19]1[CH:20]=[CH:21][C:22]([O:25][C:26]2[CH:27]=[CH:28][C:29](/[CH:32]=[CH:11]/[C:12]([OH:14])=[O:13])=[CH:30][CH:31]=2)=[CH:23][CH:24]=1 |f:0.1,4.5|. Solvent: O (water), C(C)O (ethanol). Run at time 10 minute. The reactants are [OH-].[Na+] (sodium hydroxide), [H-].[Na+] (Sodium hydride), C(C)OP(=O)(OCC)CC(=O)OCC (ethyl diethylphosphonoacetate), COC1=CC=C(C=C1)OC1=CC=C(C=C1)C=O (4-[(4-methoxyphenyl)oxy]benzenecarboaldehyde). Procedure details: Sodium hydride (60% dispersion in oil; 0.36 g) was added to an ethanol (30 ml) solution of ethyl diethylphosphonoacetate (1.4 g) at room temperature. The reaction mixture was stirred at room temperature for 10 minutes, to which was added 4-[(4-methoxyphenyl)oxy]benzenecarboaldehyde (1.2 g). The reaction mixture was stirred at room temperature for 2 hours, which was further stirred at 50° C. for 30 minutes. The reaction mixture was cooled, to which were added water (20 ml) and sodium hydroxide (0...